Task: describe an organic reaction: reactants, conditions, products, and yield. Dataset: the Open Reaction Database (ORD), a public repository of structured organic reaction records Starting materials: BrB(Br)Br, CCOCC, COc1ccc(C(=C2CN(C(c3ccccc3)c3ccccc3)C2)S(C)(=O)=O)cc1, ClCCl. Product: CS(=O)(=O)C(=C1CN(C(c2ccccc2)c2ccccc2)C1)c1ccc(O)cc1. Reaction SMILES: [B:31]([Br:32])([Br:33])[Br:34].[CH2:38]([O:39][CH2:40][CH3:41])[CH3:42].[CH:1]([c:2]1[cH:3][cH:4][cH:5][cH:6][cH:7]1)([c:8]1[cH:9][cH:10][cH:11][cH:12][cH:13]1)[N:14]1[CH2:15][C:16](=[C:18]([S:19](=[O:20])(=[O:21])[CH3:22])[c:23]2[cH:24][cH:25][c:26]([O:29][CH3:30])[cH:27][cH:28]2)[CH2:17]1.[Cl:35][CH2:36][Cl:37]>>[CH:1]([c:2]1[cH:3][cH:4][cH:5][cH:6][cH:7]1)([c:8]1[cH:9][cH:10][cH:11][cH:12][cH:13]1)[N:14]1[CH2:15][C:16](=[C:18]([S:19](=[O:20])(=[O:21])[CH3:22])[c:23]2[cH:24][cH:25][c:26]([OH:29])[cH:27][cH:28]2)[CH2:17]1. Reactants: CCOC(=O)C(Br)CC, O=C([O-])[O-], Oc1ccc(OCc2ccccc2)cc1, CC(C)=O, [Cs+], [Cs+]. The product is CCOC(=O)C(CC)Oc1ccc(OCc2ccccc2)cc1. Reaction SMILES: [Br:16][CH:17]([C:18](=[O:19])[O:20][CH2:21][CH3:22])[CH2:23][CH3:24].[C:25](=[O:26])([O-:27])[O-:28].[CH2:1]([c:2]1[cH:3][cH:4][cH:5][cH:6][cH:7]1)[O:8][c:9]1[cH:10][cH:11][c:12]([OH:15])[cH:13][cH:14]1.[CH3:31][C:32](=[O:33])[CH3:34].[Cs+:29].[Cs+:30]>>[CH2:1]([c:2]1[cH:3][cH:4][cH:5][cH:6][cH:7]1)[O:8][c:9]1[cH:10][cH:11][c:12]([O:15][CH:17]([C:18](=[O:19])[O:20][CH2:21][CH3:22])[CH2:23][CH3:24])[cH:13][cH:14]1. Reactants: Cl (hydrochloric acid), C(#N)[BH3-].[Na+] (sodium cyanoborohydride), O=C(CC=1C(N(CCC2C1C1=CC=C(C=C1CC2)OC)C)=O)C (1-(2-oxopropyl)-9-methoxy-3-methyl-3,4,5,5a,6,7-hexahydro-2H-naphth[1,2-d]azepin-2-one), C(C)(C)N (isopropylamine), Cl (hydrochloric acid), C(#N)[BH3-].[Na+] (sodium cyanoborohydride). Run in CO (methanol). Yields the product C(C)(C)NC(CC=1C(N(CCC2C1C1=CC=C(C=C1CC2)OC)C)=O)C (1-(2-isopropylaminopropyl)-9-methoxy-3-methyl-3,4,5,5a,6,7-hexahydro-2H-naphth[1,2-d]azepin-2-one). RXN SMILES: O=[C:2]([CH3:23])[CH2:3][C:4]1[C:5](=[O:22])[N:6]([CH3:21])[CH2:7][CH2:8][CH:9]2[CH2:18][CH2:17][C:16]3[C:11](=[CH:12][CH:13]=[C:14]([O:19][CH3:20])[CH:15]=3)[C:10]=12.[CH:24]([NH2:27])([CH3:26])[CH3:25].Cl.C([BH3-])#N.[Na+]>CO>[CH:24]([NH:27][CH:2]([CH3:23])[CH2:3][C:4]1[C:5](=[O:22])[N:6]([CH3:21])[CH2:7][CH2:8][CH:9]2[CH2:18][CH2:17][C:16]3[C:11](=[CH:12][CH:13]=[C:14]([O:19][CH3:20])[CH:15]=3)[C:10]=12)([CH3:26])[CH3:25] |f:3.4|. Procedure details: The mixture of 4.7 g of 1-(2-oxopropyl)-9-methoxy-3-methyl-3,4,5,5a,6,7-hexahydro-2H-naphth[1,2-d]azepin-2-one, 8.88 ml of isopropylamine, 3.45 ml of 5 N methanolic hydrochloric acid, 1.02 g of sodium cyanoborohydride and 75 ml of methanol is stirred and refluxed overnight. An additional 1.02 g of sodium cyanoborohydride is added and refluxing is continued for another day. The mixture is cooled, acidified to pH=1 with concentrated hydrochloric acid, the methanol is evaporated and the solution wa... Starting materials: BrC1=CN=C2C(=N1)C(=CN2)C(=O)NC(C)(C)C (2-bromo-N-tert-butyl-5H-pyrrolo[3,2-b]pyrazine-7-carboxamide), CC1(OB(OC1(C)C)C=1C=CC=C2C=NN(C12)COCC[Si](C)(C)C)C (7-(4,4,5,5-tetramethyl-1,3,2-dioxaborolan-2-yl)-1-((2-(trimethylsilyl)ethoxy)methyl)-1H-indazole), CC(C)C1=CC(=C(C(=C1)C(C)C)C2=C(C=CC=C2)P(C3CCCCC3)C4CCCCC4)C(C)C (X-Phos), C(=O)([O-])[O-].[Na+].[Na+] (Na2CO3). The reagents and catalysts are C=1C=CC(=CC1)/C=C/C(=O)/C=C/C2=CC=CC=C2.C=1C=CC(=CC1)/C=C/C(=O)/C=C/C2=CC=CC=C2.C=1C=CC(=CC1)/C=C/C(=O)/C=C/C2=CC=CC=C2.[Pd].[Pd] (Pd2(dba)3). Solvent: O1CCOCC1 (dioxane), O (water). Run at temperature 90 celsius. Yields the product C(C)(C)(C)NC(=O)C1=CNC=2C1=NC(=CN2)C=2C=CC=C1C=NN(C21)COCC[Si](C)(C)C (N-tert-butyl-2-(1-((2-(trimethylsilyl)ethoxy)methyl)-1H-indazol-7-yl)-5H-pyrrolo[3,2-b]pyrazine-7-carboxamide). Yield: 76.6%. Reaction SMILES: Br[C:2]1[N:7]=[C:6]2[C:8]([C:11]([NH:13][C:14]([CH3:17])([CH3:16])[CH3:15])=[O:12])=[CH:9][NH:10][C:5]2=[N:4][CH:3]=1.CC1(C)C(C)(C)OB([C:26]2[CH:27]=[CH:28][CH:29]=[C:30]3[C:34]=2[N:33]([CH2:35][O:36][CH2:37][CH2:38][Si:39]([CH3:42])([CH3:41])[CH3:40])[N:32]=[CH:31]3)O1.CC(C1C=C(C(C)C)C(C2C=CC=CC=2P(C2CCCCC2)C2CCCCC2)=C(C(C)C)C=1)C.C([O-])([O-])=O.[Na+].[Na+]>O1CCOCC1.O.C1C=CC(/C=C/C(/C=C/C2C=CC=CC=2)=O)=CC=1.C1C=CC(/C=C/C(/C=C/C2C=CC=CC=2)=O)=CC=1.C1C=CC(/C=C/C(/C=C/C2C=CC=CC=2)=O)=CC=1.[Pd].[Pd]>[C:14]([NH:13][C:11]([C:8]1[C:6]2=[N:7][C:2]([C:26]3[CH:27]=[CH:28][CH:29]=[C:30]4[C:34]=3[N:33]([CH2:35][O:36][CH2:37][CH2:38][Si:39]([CH3:42])([CH3:41])[CH3:40])[N:32]=[CH:31]4)=[CH:3][N:4]=[C:5]2[NH:10][CH:9]=1)=[O:12])([CH3:17])([CH3:16])[CH3:15] |f:3.4.5,8.9.10.11.12|. Procedure: A mixture of 2-bromo-N-tert-butyl-5H-pyrrolo[3,2-b]pyrazine-7-carboxamide (0.1 g, 0.337 mmol), 7-(4,4,5,5-tetramethyl-1,3,2-dioxaborolan-2-yl)-1-((2-(trimethylsilyl)ethoxy)methyl)-1H-indazole (121 mg, 0.37 mmol), Pd2(dba)3 (39 mg, 0.067 mmol), X-Phos (64 mg, 0.135 mmol) and Na2CO3 (107 mg, 1.01 mmol) in dioxane (20 mL) and water (5 mL) was heated to 90° C. for 16 hours under N2 atmosphere. The reaction mixture was concentrated and the residue was partitioned between ethyl acetate (20 mL) and wat... Reactants: BrC=1C=C2C(=C(C=NC2=CC1)C(=O)C1CC1)Cl ((6-bromo-4-chloroquinolin-3-yl)(cyclopropyl)methanone), CN1CCN(CC1)CC1=CC=C(N)C=C1 (4-[(4-methylpiperazin-1-yl)methyl]aniline). The product is BrC=1C=C2C(=C(C=NC2=CC1)C(=O)C1CC1)NC1=CC=C(C=C1)CN1CCN(CC1)C ({6-Bromo-4-[4-((4-methylpiperazin-1-yl)methyl)phenylamino]quinolin-3-yl}(cyclopropyl)methanone). Isolated yield 56.0%. Reaction SMILES: [Br:1][C:2]1[CH:3]=[C:4]2[C:9](=[CH:10][CH:11]=1)[N:8]=[CH:7][C:6]([C:12]([CH:14]1[CH2:16][CH2:15]1)=[O:13])=[C:5]2Cl.[CH3:18][N:19]1[CH2:24][CH2:23][N:22]([CH2:25][C:26]2[CH:32]=[CH:31][C:29]([NH2:30])=[CH:28][CH:27]=2)[CH2:21][CH2:20]1>>[Br:1][C:2]1[CH:3]=[C:4]2[C:9](=[CH:10][CH:11]=1)[N:8]=[CH:7][C:6]([C:12]([CH:14]1[CH2:16][CH2:15]1)=[O:13])=[C:5]2[NH:30][C:29]1[CH:28]=[CH:27][C:26]([CH2:25][N:22]2[CH2:21][CH2:20][N:19]([CH3:18])[CH2:24][CH2:23]2)=[CH:32][CH:31]=1. Procedure: Following general procedure C, (6-bromo-4-chloroquinolin-3-yl)(cyclopropyl)methanone (200 mg, 0.644 mmol) was reacted with 4-[(4-methylpiperazin-1-yl)methyl]aniline (200 mg, 0.966 mmol) to afford the desired product (173 mg, 56%) as a yellow solid: ESI MS m/z 479 [C25H27BrN4O+H]+. The reactants are CN=C=S (methyl isothiocyanate), N1=C(C=CC=C1)C1OCCC1 (2-(pyrid-2-yl)-tetrahydrofuran), C(C)(C)OC(C)C (diisopropyl ether), C (charcoal), solution, C(CCC)[Li] (n-butyllithium), product, C (charcoal). Run in O1CCCC1 (tetrahydrofuran), CN(C)P(=O)(N(C)C)N(C)C (hexamethylphosphorotriamide), C(C)(=O)OCC (ethyl acetate), O (water), C(C)O (ethanol), O1CCCC1 (tetrahydrofuran), CN(C)P(=O)(N(C)C)N(C)C (hexamethylphosphorotriamide), O1CCCC1 (tetrahydrofuran), CN(C)P(=O)(N(C)C)N(C)C (hexamethylphosphorotriamide), CCCCCC (hexane). Conditions: temperature 0 celsius, time 30 minute. Product: CNC(=S)C1(OCCC1)C1=NC=CC=C1 (N-Methyl-2-(pyrid-2-yl)-tetrahydrofuran-2-carbothioamide). The yield is 26.8%. Reaction SMILES: C([Li])CCC.[N:6]1[CH:11]=[CH:10][CH:9]=[CH:8][C:7]=1[CH:12]1[CH2:16][CH2:15][CH2:14][O:13]1.[CH3:17][N:18]=[C:19]=[S:20].C(OC(C)C)(C)C.C>CCCCCC.C(O)C.C(OCC)(=O)C.O.O1CCCC1.CN(P(N(C)C)(N(C)C)=O)C>[CH3:17][NH:18][C:19]([C:12]1([C:7]2[CH:8]=[CH:9][CH:10]=[CH:11][N:6]=2)[CH2:16][CH2:15][CH2:14][O:13]1)=[S:20]. Reported procedure: A mixture of anhydrous hexamethylphosphorotriamide and anhydrous tetrahydrofuran (47/53 by volume; 80 cc) is added dropwise and in the course of 15 minutes to a 1.6 M solution of n-butyllithium in hexane (75 cc), kept under a nitrogen atomosphere and at a temperature of about -60° C. A solution of 2-(pyrid-2-yl)-tetrahydrofuran (15 g) in a mixture of anhydrous hexamethylphosphorotriamide and anhydrous tetrahydrofuran (47/53 by volume; 80 cc) is then added in the course of 20 minutes. After stirr... Starting materials: C(C1=CC=CC=C1)OC1=NN(C(=C1)C)C1=CC=CC=C1 (3-benzyloxy-5-methyl-1-phenyl-1H-pyrazole), P(=O)(Cl)(Cl)Cl (phosphorus oxychloride), CN(C=O)C (N,N-dimethylformamide), [OH-].[Na+] (sodium hydroxide). Run at time 1 hour. Product: C(C1=CC=CC=C1)OC1=NN(C(=C1C=O)C)C1=CC=CC=C1 (3-Benzyloxy-4-formyl-5-methyl-1-phenyl-1H-pyrazole). RXN SMILES: [CH2:1]([O:8][C:9]1[CH:13]=[C:12]([CH3:14])[N:11]([C:15]2[CH:20]=[CH:19][CH:18]=[CH:17][CH:16]=2)[N:10]=1)[C:2]1[CH:7]=[CH:6][CH:5]=[CH:4][CH:3]=1.P(Cl)(Cl)(Cl)=O.[OH-].[Na+].CN(C)[CH:30]=[O:31]>>[CH2:1]([O:8][C:9]1[C:13]([CH:30]=[O:31])=[C:12]([CH3:14])[N:11]([C:15]2[CH:20]=[CH:19][CH:18]=[CH:17][CH:16]=2)[N:10]=1)[C:2]1[CH:3]=[CH:4][CH:5]=[CH:6][CH:7]=1 |f:2.3|. Procedure details: To a solution of 3-benzyloxy-5-methyl-1-phenyl-1H-pyrazole (5.1 g) in N,N-dimethylformamide (30 mL) was added phosphorus oxychloride (2.2 mL) at 80° C., and the mixture was stirred for 1 hour. After cooling to room temperature, the reaction mixture was poured into 1 mol/L aqueous sodium hydroxide solution. The mixture was extracted with diethyl ether, and the organic layer was washed with water and brine and dried over anhydrous magnesium sulfate. The solvent was removed under reduced pressure, ...